Dataset: the Open Reaction Database (ORD), a public repository of structured organic reaction records. Task: describe an organic reaction: reactants, conditions, products, and yield Reactants: O=C(c1ccccc1)N1CCc2[nH]c3cccc(-c4ccccc4O)c3c2CC1, CCOC(C)=O, CCCCCC, CC(C)=O, CCCI. Product: CCCOc1ccccc1-c1cccc2[nH]c3c(c12)CCN(C(=O)c1ccccc1)CC3. RXN SMILES: [C:1]([c:2]1[cH:3][cH:4][cH:5][cH:6][cH:7]1)(=[O:8])[N:9]1[CH2:10][CH2:11][c:12]2[nH:13][c:14]3[cH:15][cH:16][cH:17][c:18](-[c:23]4[c:24]([OH:29])[cH:25][cH:26][cH:27][cH:28]4)[c:19]3[c:20]2[CH2:21][CH2:22]1.[C:40]([O:41][CH2:42][CH3:43])(=[O:44])[CH3:45].[CH3:34][CH2:35][CH2:36][CH2:37][CH2:38][CH3:39].[CH3:46][C:47](=[O:48])[CH3:49].[I:30][CH2:31][CH2:32][CH3:33]>>[C:1]([c:2]1[cH:3][cH:4][cH:5][cH:6][cH:7]1)(=[O:8])[N:9]1[CH2:10][CH2:11][c:12]2[nH:13][c:14]3[cH:15][cH:16][cH:17][c:18](-[c:23]4[c:24]([O:29][CH2:31][CH2:32][CH3:33])[cH:25][cH:26][cH:27][cH:28]4)[c:19]3[c:20]2[CH2:21][CH2:22]1. The reactants are C=C1CC(=O)O1 (Diketene), CNCCCN1CCC(CC1)(C1=CC=CC=C1)C1=CC=CC=C1 (1-[3-(N-methylamino)propyl]-4,4-diphenylpiperidine). The solvent is C1(=CC=CC=C1)C (toluene). Reaction conditions: time 1 hour. Product: C1(=CC=CC=C1)C1(CCN(CC1)CCCN(C(CC(=O)C)=O)C)C1=CC=CC=C1 (N-[3-(4,4-Diphenylpiperidin-1-yl)propyl]-N-methylacetoacetamide). Isolated yield 89.4%. As a reaction SMILES: [CH2:1]=[C:2]1[O:6][C:4](=[O:5])[CH2:3]1.[CH3:7][NH:8][CH2:9][CH2:10][CH2:11][N:12]1[CH2:17][CH2:16][C:15]([C:24]2[CH:29]=[CH:28][CH:27]=[CH:26][CH:25]=2)([C:18]2[CH:23]=[CH:22][CH:21]=[CH:20][CH:19]=2)[CH2:14][CH2:13]1>C1(C)C=CC=CC=1>[C:18]1([C:15]2([C:24]3[CH:29]=[CH:28][CH:27]=[CH:26][CH:25]=3)[CH2:14][CH2:13][N:12]([CH2:11][CH2:10][CH2:9][N:8]([CH3:7])[C:4](=[O:5])[CH2:3][C:2]([CH3:1])=[O:6])[CH2:17][CH2:16]2)[CH:19]=[CH:20][CH:21]=[CH:22][CH:23]=1. Procedure: Diketene (0.98 mL, 12.7 mmol, 1.50 equiv) was added at 0° C. to a stirred solution of 1-[3-(N-methylamino)propyl]-4,4-diphenylpiperidine (2.61 g, 8.46 mmol, 1.00 equiv) in anhydrous toluene (30 mL) under argon, and stirring was continued for 1 hour. After removal of the solvent, the residue was purified by flash chromatography (SiO2, EtOAc-MeOH-isopropylamine 9:1:0 to 6:1:0.1) to afford 2.97 g (89%) of brown oil, which was characterized spectroscopically. Reactants: CC(C)(C)[O-], CCOC(=O)c1cc(C2CN(C)Cc3c(Cl)cc(Cl)cc32)ccc1O, Cl, [K+], N=C(N)N, CN(C)C=O. Product: CN1Cc2c(Cl)cc(Cl)cc2C(c2ccc(O)c(C(=O)NC(=N)N)c2)C1. Reaction SMILES: [CH3:1][C:2]([CH3:3])([O-:4])[CH3:5].[Cl:12][c:13]1[cH:14][c:15]2[c:20]([c:21]([Cl:23])[cH:22]1)[CH2:19][N:18]([CH3:24])[CH2:17][CH:16]2[c:25]1[cH:26][cH:27][c:28]([OH:36])[c:29]([C:30](=[O:31])[O:32][CH2:33][CH3:34])[cH:35]1.[ClH:7].[K+:6].[NH2:8][C:9](=[NH:10])[NH2:11].[O:37]=[CH:38][N:39]([CH3:40])[CH3:41]>>[NH:8]=[C:9]([NH:10][C:30]([c:29]1[c:28]([OH:36])[cH:27][cH:26][c:25]([CH:16]2[c:15]3[cH:14][c:13]([Cl:12])[cH:22][c:21]([Cl:23])[c:20]3[CH2:19][N:18]([CH3:24])[CH2:17]2)[cH:35]1)=[O:31])[NH2:11]. Reactants: CCN1CCN(C(=O)c2ccc(NC(=O)N3CCc4c(-c5cnc(N(Cc6ccc(OC)cc6)Cc6ccc(OC)cc6)nc5)nc(N5CCOCC5)nc43)cc2)CC1, COc1ccc(CN(Cc2ccc(OC)cc2)c2ncc(-c3nc(N4CCOCC4)nc4c3CCN4)cn2)cc1, CCN1CCN(C(=O)c2ccc(N)cc2)CC1. Yields the product CCN1CCN(C(=O)c2ccc(NC(=O)N3CCc4c(-c5cnc(N)nc5)nc(N5CCOCC5)nc43)cc2)CC1. RXN SMILES: [CH2:58]([CH3:59])[N:60]1[CH2:61][CH2:62][N:63]([C:66](=[O:67])[c:68]2[cH:69][cH:70][c:71]([NH:74][C:75](=[O:76])[N:77]3[CH2:78][CH2:79][c:80]4[c:81]3[n:82][c:83]([N:111]3[CH2:112][CH2:113][O:114][CH2:115][CH2:116]3)[n:84][c:85]4-[c:86]3[cH:87][n:88][c:89]([N:92]([CH2:93][c:94]4[cH:95][cH:96][c:97]([O:98][CH3:99])[cH:100][cH:101]4)[CH2:102][c:103]4[cH:104][cH:105][c:106]([O:107][CH3:108])[cH:109][cH:110]4)[n:90][cH:91]3)[cH:72][cH:73]2)[CH2:64][CH2:65]1.[CH3:1][O:2][c:3]1[cH:4][cH:5][c:6]([CH2:7][N:8]([CH2:9][c:10]2[cH:11][cH:12][c:13]([O:14][CH3:15])[cH:16][cH:17]2)[c:18]2[n:19][cH:20][c:21](-[c:22]3[c:23]4[c:27]([n:28][c:29]([N:30]5[CH2:31][CH2:32][O:33][CH2:34][CH2:35]5)[n:36]3)[NH:26][CH2:25][CH2:24]4)[cH:37][n:38]2)[cH:39][cH:40]1.[NH2:41][c:42]1[cH:43][cH:44][c:45]([C:46]([N:47]2[CH2:48][CH2:49][N:50]([CH2:51][CH3:52])[CH2:53][CH2:54]2)=[O:55])[cH:56][cH:57]1>>[CH2:58]([CH3:59])[N:60]1[CH2:61][CH2:62][N:63]([C:66](=[O:67])[c:68]2[cH:69][cH:70][c:71]([NH:74][C:75](=[O:76])[N:77]3[CH2:78][CH2:79][c:80]4[c:81]3[n:82][c:83]([N:111]3[CH2:112][CH2:113][O:114][CH2:115][CH2:116]3)[n:84][c:85]4-[c:86]3[cH:87][n:88][c:89]([NH2:92])[n:90][cH:91]3)[cH:72][cH:73]2)[CH2:64][CH2:65]1. Starting materials: C(C)C(C(=O)N(C1CCNCC1)C1=CC=CC=C1)CC (2-ethyl-N-phenyl-N-piperidin-4-yl-butyramide), C(=O)([O-])[O-].[K+].[K+] (K2CO3), NC1=CC(=C(C=C1)N1CCC(CC1)N(C(C(CC)CC)=O)C1=CC=CC=C1)F (N-[1-(4-amino-2-fluoro-phenyl)-piperidin-4-yl]-2-ethyl-N-phenyl-butyramide), FC1=C(C=C(C=C1)[N+](=O)[O-])F (1,2-difluoro-4-nitro-benzene). Reported procedure: N-[1-(4-amino-2-fluoro-phenyl)-piperidin-4-yl]-2-ethyl-N-phenyl-butyramide. To a mixture of 2-ethyl-N-phenyl-N-piperidin-4-yl-butyramide (10 mmol) and K2CO3 (40 mmol) in DMF (30 mL) was added 1,2-difluoro-4-nitro-benzene (1.6 g, 10 mmol). The reaction mixture was stirred at 50° C. for 3 h, then was diluted with H2O (500 mL). The solution was decanted, leaving a semi-solid, which was collected and re-dissolved into 1:1 EtOH/EtOAc (100 mL). The mixture was treated with SnCl2.2H2O (10 g) and was he... Solvent: CN(C)C=O (DMF), O (H2O). RXN SMILES: [NH2:1][C:2]1[CH:7]=[CH:6][C:5]([N:8]2[CH2:13][CH2:12][CH:11]([N:14]([C:22]3[CH:27]=[CH:26][CH:25]=[CH:24][CH:23]=3)[C:15](=[O:21])[CH:16]([CH2:19][CH3:20])[CH2:17][CH3:18])[CH2:10][CH2:9]2)=[C:4]([F:28])[CH:3]=1.C(C(CC)[C:32]([N:34]([C:41]1[CH:46]=[CH:45]C=[CH:43][CH:42]=1)C1CCNCC1)=[O:33])C.C([O-])([O-])=O.[K+].[K+].FC1C=CC([N+:62]([O-])=[O:63])=CC=1F>CN(C=O)C.O>[CH3:45][C:46]1[C:41]([NH:34][C:32](=[O:33])[NH:1][C:2]2[CH:7]=[CH:6][C:5]([N:8]3[CH2:13][CH2:12][CH:11]([N:14]([C:22]4[CH:23]=[CH:24][CH:25]=[CH:26][CH:27]=4)[C:15](=[O:21])[CH:16]([CH2:19][CH3:20])[CH2:17][CH3:18])[CH2:10][CH2:9]3)=[C:4]([F:28])[CH:3]=2)=[C:42]([CH3:43])[O:63][N:62]=1 |f:2.3.4|. Product: CC1=NOC(=C1NC(NC1=CC(=C(C=C1)N1CCC(CC1)N(C(C(CC)CC)=O)C1=CC=CC=C1)F)=O)C (N-(1-{4-[3-(3,5-Dimethyl-isoxazol-4-yl)-ureido]-2-fluoro-phenyl}-piperidin-4-yl)-2-ethyl-N-phenyl-butyramide). Reaction conditions: temperature 50 celsius, time 3 hour.